From a dataset of the Open Reaction Database (ORD), a public repository of structured organic reaction records. describe an organic reaction: reactants, conditions, products, and yield The reactants are O=C(O)C(Cl)=C(Cl)C(=O)O, Nc1ccc(F)cc1, O. The product is O=C1C(Cl)=C(Cl)C(=O)N1c1ccc(F)cc1. RXN SMILES: [Cl:1][C:2]([C:3](=[O:4])[OH:9])=[C:6]([C:7]([OH:5])=[O:8])[Cl:10].[NH2:11][c:12]1[cH:13][cH:14][c:15]([F:16])[cH:17][cH:18]1.[OH2:19]>>[Cl:1][C:2]1=[C:6]([Cl:10])[C:7](=[O:8])[N:11]([c:12]2[cH:13][cH:14][c:15]([F:16])[cH:17][cH:18]2)[C:3]1=[O:4]. As a reaction SMILES: [CH2:1]([C:13]1[CH:14]=[C:15]([C:18]([NH:20][NH2:21])=[O:19])[NH:16][CH:17]=1)[CH2:2][CH2:3][CH2:4][CH2:5][CH2:6][CH2:7][CH2:8][CH2:9][CH2:10][CH2:11][CH3:12].N1C=CC=CC=1.[C:28]1([CH3:38])[CH:33]=[CH:32][C:31]([S:34](Cl)(=[O:36])=[O:35])=[CH:30][CH:29]=1.Cl>O>[C:28]1([CH3:38])[CH:33]=[CH:32][C:31]([S:34]([N:20]([C:18]([C:15]2[NH:16][CH:17]=[C:13]([CH2:1][CH2:2][CH2:3][CH2:4][CH2:5][CH2:6][CH2:7][CH2:8][CH2:9][CH2:10][CH2:11][CH3:12])[CH:14]=2)=[O:19])[NH2:21])(=[O:36])=[O:35])=[CH:30][CH:29]=1. Run at time 1.5 hour. Yield: 92.4%. The solvent is O (water). Reactants: C(CCCCCCCCCCC)C=1C=C(NC1)C(=O)NN (4-dodecylpyrrole-2-carboxylic acid hydrazide), Cl (hydrochloric acid), N1=CC=CC=C1 (pyridine), C1(=CC=C(C=C1)S(=O)(=O)Cl)C (p-toluenesulfonyl chloride). The product is C1(=CC=C(C=C1)S(=O)(=O)N(N)C(=O)C=1NC=C(C1)CCCCCCCCCCCC)C (4-dodecylpyrrole-2-carboxylic acid p-toluenesulfonylhydrazide). Reported procedure: Into a mixture of 3.29 g (11 mmol) of 4-dodecylpyrrole-2-carboxylic acid hydrazide obtained in Synthesis Example 9 and 35 ml of pyridine, was added little by little 2.23 g (12 mmol) of p-toluenesulfonyl chloride under stirring and cooling with ice. The reaction was carried out for 1.5 hours at room temperature, and the reaction mixture was added to an iced water containing 70 ml of 6N hydrochloric acid. The crystals precipitated by stirring were collected by filtration, washed with water and rec... Reactants: C(CC)[Mg]Cl (propyl magnesium chloride), NC1=NC(=C(C=C1)I)C(=O)OCCCCC (2-amino-5-iodo-6-pentoxycarbonylpyridine), N1(CCCC1)S(=O)(=O)C1=CC=C(C=C1)S (4-(N -pyrollidylsulfonyl)thiophenol), ClC1=C(C=CC(=C1)Cl)S(=O)(=O)Cl (2,4-dichlorophenylsulfonyl chloride). Product: C(CCC)(=O)C1=C(C=CC(=N1)NS(=O)(=O)C1=C(C=C(C=C1)Cl)Cl)SC1=CC=C(C=C1)S(=O)(=O)N1CCCC1 (N-{6-Butyryl-5-[4-(pyrrolidine-1-sulfonyl)-phenylsulfanyl]-pyridin-2-yl}-2,4-dichloro-benzenesulfonamide). Reaction SMILES: [NH2:1][C:2]1[CH:7]=[CH:6][C:5](I)=[C:4]([C:9]([O:11]CCCCC)=O)[N:3]=1.[N:17]1([S:22]([C:25]2[CH:30]=[CH:29][C:28]([SH:31])=[CH:27][CH:26]=2)(=[O:24])=[O:23])[CH2:21][CH2:20][CH2:19][CH2:18]1.[Cl:32][C:33]1[CH:38]=[C:37]([Cl:39])[CH:36]=[CH:35][C:34]=1[S:40](Cl)(=[O:42])=[O:41].[CH2:44]([Mg]Cl)[CH2:45][CH3:46]>>[C:9]([C:4]1[N:3]=[C:2]([NH:1][S:40]([C:34]2[CH:35]=[CH:36][C:37]([Cl:39])=[CH:38][C:33]=2[Cl:32])(=[O:42])=[O:41])[CH:7]=[CH:6][C:5]=1[S:31][C:28]1[CH:29]=[CH:30][C:25]([S:22]([N:17]2[CH2:18][CH2:19][CH2:20][CH2:21]2)(=[O:24])=[O:23])=[CH:26][CH:27]=1)(=[O:11])[CH2:44][CH2:45][CH3:46]. Reported procedure: Prepared from 2-amino-5-iodo-6-pentoxycarbonylpyridine and 4-(N -pyrollidylsulfonyl)thiophenol according to General Method 11 step 1 followed by reaction with 2,4-dichlorophenylsulfonyl chloride according to General Method 11 step 2 and then General Method 11 step 3 employing propyl magnesium chloride. 1H NMR (CDCl3): 8.00 (1 H, d, J 11 Hz, A-ring CH ortho to SO2NH), 7.76 & 7.52 (2×2 H, 2×d, 2×J 10 Hz, Ar CH's of C-ring), 7.61 (1 H, br s, NH), 7.46 (1 H, s, A-ring CH ortho to 2×Cl) 7.32 (1 H, d,...